From a dataset of the Open Reaction Database (ORD), a public repository of structured organic reaction records. describe an organic reaction: reactants, conditions, products, and yield Starting materials: NC(CC(C(=O)OCC)C)C1=C(C=CC=C1OC)F (ethyl 4-amino-4-(2-fluoro-6-methoxyphenyl)-2-methylbutanoate), C1=C(C=CC=2OC3=C(C21)C=CC=C3)C=O (dibenzo[b,d]furan-2-carbaldehyde). Product: C1=C(C=CC=2OC3=C(C21)C=CC=C3)CN3C(C(CC3C3=C(C=CC=C3OC)F)C)=O (1-(dibenzo[b,d]furan-2-ylmethyl)-5-(2-fluoro-6-methoxyphenyl)-3-methylpyrrolidin-2-one). Reaction SMILES: [NH2:1][CH:2]([C:11]1[C:16]([O:17][CH3:18])=[CH:15][CH:14]=[CH:13][C:12]=1[F:19])[CH2:3][CH:4]([CH3:10])[C:5]([O:7]CC)=O.[CH:20]1[C:28]2[C:27]3[CH:29]=[CH:30][CH:31]=[CH:32][C:26]=3[O:25][C:24]=2[CH:23]=[CH:22][C:21]=1[CH:33]=O>>[CH:20]1[C:28]2[C:27]3[CH:29]=[CH:30][CH:31]=[CH:32][C:26]=3[O:25][C:24]=2[CH:23]=[CH:22][C:21]=1[CH2:33][N:1]1[CH:2]([C:11]2[C:16]([O:17][CH3:18])=[CH:15][CH:14]=[CH:13][C:12]=2[F:19])[CH2:3][CH:4]([CH3:10])[C:5]1=[O:7]. Reported procedure: Prepared according to the described general procedure 2 (GP2) by reaction of ethyl 4-amino-4-(2-fluoro-6-methoxyphenyl)-2-methylbutanoate with commercially available dibenzo[b,d]furan-2-carbaldehyde. Subsequent purification by preparative HPLC afforded the target compound. LC-MS (conditions A): tR=0.96 min.; [M+H]+: 403.87 g/mol.